describe an organic reaction: reactants, conditions, products, and yield From a dataset of the Open Reaction Database (ORD), a public repository of structured organic reaction records. Starting materials: CCO, CC(=O)[O-], Cl, NO, [Na+], O, O=C(c1ccc(O)cc1)c1ccc(O)cc1O. Yields the product ON=C(c1ccc(O)cc1)c1ccc(O)cc1O. As a reaction SMILES: [CH3:26][CH2:27][OH:28].[CH3:2][C:3](=[O:4])[O-:5].[ClH:23].[NH2:24][OH:25].[Na+:1].[OH2:29].[OH:6][c:7]1[c:8]([C:14](=[O:15])[c:16]2[cH:17][cH:18][c:19]([OH:22])[cH:20][cH:21]2)[cH:9][cH:10][c:11]([OH:13])[cH:12]1>>[OH:6][c:7]1[c:8]([C:14]([c:16]2[cH:17][cH:18][c:19]([OH:22])[cH:20][cH:21]2)=[N:24][OH:25])[cH:9][cH:10][c:11]([OH:13])[cH:12]1. Starting materials: C, [H][H], CN(C)C(=O)Nc1cc(Oc2ccc([N+](=O)[O-])cc2)ccn1, C1CCOC1, [Pd]. Yields the product CN(C)C(=O)Nc1cc(Oc2ccc(N)cc2)ccn1. As a reaction SMILES: [C:30].[H:23][H:24].[N+:1]([O-:2])(=[O:3])[c:4]1[cH:5][cH:6][c:7]([O:8][c:9]2[cH:10][c:11]([NH:15][C:16]([N:17]([CH3:18])[CH3:19])=[O:20])[n:12][cH:13][cH:14]2)[cH:21][cH:22]1.[O:25]1[CH2:26][CH2:27][CH2:28][CH2:29]1.[Pd:31]>>[NH2:1][c:4]1[cH:5][cH:6][c:7]([O:8][c:9]2[cH:10][c:11]([NH:15][C:16]([N:17]([CH3:18])[CH3:19])=[O:20])[n:12][cH:13][cH:14]2)[cH:21][cH:22]1.